From a dataset of the Open Reaction Database (ORD), a public repository of structured organic reaction records. describe an organic reaction: reactants, conditions, products, and yield Reactants: COC(=O)C=1SC(=C(C1)S(=O)(=O)C1=CC2=C(N=CN2)C(=C1)Br)SC (4-(7-bromo-3H-benzoimidazole-5-sulfonyl)-5-methylsulfanyl-thiophene-2-carboxylic acid methyl ester), CI (MeI), C(=O)([O-])[O-].[K+].[K+] (K2CO3). Solvent: CN(C=O)C (dimethylformamide). Run at time 8 hour. Yields the product COC(=O)C=1SC(=C(C1)S(=O)(=O)C1=CC2=C(N=CN2C)C(=C1)Br)SC (4-(7-bromo-3-methyl-3H-benzoimidazole-5-sulfonyl)-5-methylsulfanyl-thiophene-2-carboxylic acid methyl ester). Isolated yield 19.7%. RXN SMILES: [CH3:1][O:2][C:3]([C:5]1[S:6][C:7]([S:23][CH3:24])=[C:8]([S:10]([C:13]2[CH:21]=[C:20]([Br:22])[C:16]3[N:17]=[CH:18][NH:19][C:15]=3[CH:14]=2)(=[O:12])=[O:11])[CH:9]=1)=[O:4].CI.[C:27]([O-])([O-])=O.[K+].[K+]>CN(C)C=O>[CH3:1][O:2][C:3]([C:5]1[S:6][C:7]([S:23][CH3:24])=[C:8]([S:10]([C:13]2[CH:21]=[C:20]([Br:22])[C:16]3[N:17]=[CH:18][N:19]([CH3:27])[C:15]=3[CH:14]=2)(=[O:11])=[O:12])[CH:9]=1)=[O:4] |f:2.3.4|. Procedure details: To a solution of 4-(7-bromo-3H-benzoimidazole-5-sulfonyl)-5-methylsulfanyl-thiophene-2-carboxylic acid methyl ester (as prepared in Example 38, step e) (100 mg, 0.22 mmol) in dimethylformamide (2 mL) was added MeI (13.9 μL, 0.22 mmol) and K2CO3 (61.8 mg, 0.45 mmol), then stirred overnight at room temperature. The solvents were removed in vacuo and the residue was diluted with ethyl acetate (100 mL). The ethyl acetate layer was washed with water (15 mL) and brine (25 mL), and dried over MgSO4. Th... The reactants are ice water, [OH-].[Na+] (sodium hydroxide), ClC1=C(C=C2C=CC(=NC2=C1)COC1=CC2=C(OCC3=C(C2O)C=CC=C3)C=C1)F (2-(7-chloro-6-fluoroquinolin-2-yl)methoxy-11-hydroxy-6,11-dihydrodibenz[b,e]oxepine), FC(C(=O)O)(F)F (trifluoroacetic acid), SCCC(=O)O (3-mercaptopropionic acid). The solvent is C(Cl)Cl (methylene chloride). Yields the product C(=O)(O)CCSC1C2=C(OCC3=C1C=CC=C3)C=CC(=C2)OCC2=NC3=CC(=C(C=C3C=C2)F)Cl (11-(2-Carboxyethylthio)-2-(7-chloro-6-fluoroquinolin-2-yl)methoxy-6,11-dihydrodibenz[b,e]oxepine). The yield is 52.4%. As a reaction SMILES: [Cl:1][C:2]1[CH:11]=[C:10]2[C:5]([CH:6]=[CH:7][C:8]([CH2:12][O:13][C:14]3[CH:29]=[CH:28][C:17]4[O:18][CH2:19][C:20]5[CH:27]=[CH:26][CH:25]=[CH:24][C:21]=5[CH:22](O)[C:16]=4[CH:15]=3)=[N:9]2)=[CH:4][C:3]=1[F:30].FC(F)(F)C(O)=O.[SH:38][CH2:39][CH2:40][C:41]([OH:43])=[O:42].[OH-].[Na+]>C(Cl)Cl>[C:41]([CH2:40][CH2:39][S:38][CH:22]1[C:21]2[CH:24]=[CH:25][CH:26]=[CH:27][C:20]=2[CH2:19][O:18][C:17]2[CH:28]=[CH:29][C:14]([O:13][CH2:12][C:8]3[CH:7]=[CH:6][C:5]4[C:10](=[CH:11][C:2]([Cl:1])=[C:3]([F:30])[CH:4]=4)[N:9]=3)=[CH:15][C:16]1=2)([OH:43])=[O:42] |f:3.4|. Procedure details: While stirring under ice cooling, 1 g of 2-(7-chloro-6-fluoroquinolin-2-yl)methoxy-11-hydroxy-6,11-dihydrodibenz[b,e]oxepine was added to a mixed solution of 8 ml of trifluoroacetic acid and 6 ml of methylene chloride, then 0.25 g of 3-mercaptopropionic acid was added to the solution and the mixture was stirred under ice cooling for 2 hours. After completion of the reaction, 180 ml of ice water was added the mixture, the mixture was adjusted to about pH 3 with a 1N-sodium hydroxide aqueous solut... Starting materials: CC1CO1, CCOC(=O)Cc1ccc(CCN2CCNCC2)cc1. The product is CCOC(=O)Cc1ccc(CCN2CCN(CC(C)O)CC2)cc1. As a reaction SMILES: [CH2:21]1[CH:22]([CH3:23])[O:24]1.[N:1]1([CH2:7][CH2:8][c:9]2[cH:10][cH:11][c:12]([CH2:15][C:16](=[O:17])[O:18][CH2:19][CH3:20])[cH:13][cH:14]2)[CH2:2][CH2:3][NH:4][CH2:5][CH2:6]1>>[N:1]1([CH2:7][CH2:8][c:9]2[cH:10][cH:11][c:12]([CH2:15][C:16](=[O:17])[O:18][CH2:19][CH3:20])[cH:13][cH:14]2)[CH2:2][CH2:3][N:4]([CH2:21][CH:22]([CH3:23])[OH:24])[CH2:5][CH2:6]1. The reactants are COC1=C(C=CC=C1)N=C=O (2-methoxyphenyl isocyanate), COC=1C=C2C(=NC=NC2=CC1OC)OC1=C(C=C(N)C=C1)C (4-[(6,7-Dimethoxy-4-quinazolinyl)oxy]-3-methylaniline), CO (Methanol). The solvent is C(Cl)(Cl)Cl (chloroform). The product is COC=1C=C2C(=NC=NC2=CC1OC)OC1=C(C=C(C=C1)NC(=O)NC1=C(C=CC=C1)OC)C (N-{4-[(6,7-Dimethoxy-4-quinazolinyl)oxy]-3-methylphenyl}-N′-(2-methoxyphenyl)urea). Isolated yield 55.0%. As a reaction SMILES: [CH3:1][O:2][C:3]1[CH:4]=[C:5]2[C:10](=[CH:11][C:12]=1[O:13][CH3:14])[N:9]=[CH:8][N:7]=[C:6]2[O:15][C:16]1[CH:22]=[CH:21][C:19]([NH2:20])=[CH:18][C:17]=1[CH3:23].[CH3:24][O:25][C:26]1[CH:31]=[CH:30][CH:29]=[CH:28][C:27]=1[N:32]=[C:33]=[O:34].CO>C(Cl)(Cl)Cl>[CH3:1][O:2][C:3]1[CH:4]=[C:5]2[C:10](=[CH:11][C:12]=1[O:13][CH3:14])[N:9]=[CH:8][N:7]=[C:6]2[O:15][C:16]1[CH:22]=[CH:21][C:19]([NH:20][C:33]([NH:32][C:27]2[CH:28]=[CH:29][CH:30]=[CH:31][C:26]=2[O:25][CH3:24])=[O:34])=[CH:18][C:17]=1[CH3:23]. Procedure details: 4-[(6,7-Dimethoxy-4-quinazolinyl)oxy]-3-methylaniline (50 mg) was dissolved in chloroform (3 ml), and 2-methoxyphenyl isocyanate (26 μl) was then added to the solution. The mixture was heated under reflux overnight. Methanol was added to the reaction solution, and the mixture was purified by HPLC by development with chloroform/methanol to give 41 mg (yield 55%) of the title compound.